From a dataset of the Open Reaction Database (ORD), a public repository of structured organic reaction records. describe an organic reaction: reactants, conditions, products, and yield Starting materials: [H-].[Na+] (sodium hydride), ClC1=C(C(=O)OC(C)C)C=C(C(=C1)F)N=C=O (isopropyl 2-chloro-4-fluoro-5-isocyanatobenzoate), N\C(=C/C(=O)OCC)\C(F)(F)F (ethyl 3-amino-4,4,4-trifluorocrotonate). The solvent is CN(C=O)C (dimethylformamide), CCCCCC (n-hexane), CCCCCC (n-hexane). Conditions: time 30 minute. Yields the product ClC1=C(C(=O)OC(C)C)C=C(C(=C1)F)NC(=O)NC(=CC(=O)OCC)C(F)(F)F (isopropyl 2-chloro-4-fluoro-5-{3-[2-(ethoxycarbonyl)-1-trifluoromethyl-vinyl]ureido}benzoate). As a reaction SMILES: [NH2:1]/[C:2](/[C:9]([F:12])([F:11])[F:10])=[CH:3]\[C:4]([O:6][CH2:7][CH3:8])=[O:5].[H-].[Na+].[Cl:15][C:16]1[CH:27]=[C:26]([F:28])[C:25]([N:29]=[C:30]=[O:31])=[CH:24][C:17]=1[C:18]([O:20][CH:21]([CH3:23])[CH3:22])=[O:19]>CCCCCC.CN(C)C=O>[Cl:15][C:16]1[CH:27]=[C:26]([F:28])[C:25]([NH:29][C:30]([NH:1][C:2]([C:9]([F:10])([F:11])[F:12])=[CH:3][C:4]([O:6][CH2:7][CH3:8])=[O:5])=[O:31])=[CH:24][C:17]=1[C:18]([O:20][CH:21]([CH3:22])[CH3:23])=[O:19] |f:1.2|. Reported procedure: A solution of 3.55 g of ethyl 3-amino-4,4,4-trifluorocrotonate in 50 ml of n-hexane is added dropwise with stirring and at 0°-3° C. during 15 minutes to 0.85 g of a 55% sodium hydride dispersion in 50 ml of dimethylformamide, and the mixture is stirred for a further 30 minutes. Then a solution of 5.0 g of isopropyl 2-chloro-4-fluoro-5-isocyanatobenzoate in 100 ml of n-hexane is added dropwise during 5 minutes with stirring and cooling. The temperature of the reaction mixture rises to 10° C., and... The reactants are BrC=1C=CC(=NC1)OC1=CC=C(C=O)C=C1 (4-(5-Bromo-pyridin-2-yloxy)-benzaldehyde), C(CC(C)C)N (isoamylamine), [BH-](OC(=O)C)(OC(=O)C)OC(=O)C.[Na+] (NaBH(OAc)3), C(C)(=O)O (acetic acid). The solvent is ClCCCl (1,2-dichloroethane). Reaction conditions: time 8 hour. Product: BrC=1C=CC(=NC1)OC1=CC=C(CNCCC(C)C)C=C1 ([4-(5-Bromo-pyridin-2-yloxy)-benzyl]-(3-methyl-butyl)-amine). Isolated yield 49.5%. As a reaction SMILES: [Br:1][C:2]1[CH:3]=[CH:4][C:5]([O:8][C:9]2[CH:16]=[CH:15][C:12]([CH:13]=O)=[CH:11][CH:10]=2)=[N:6][CH:7]=1.[CH2:17]([NH2:22])[CH2:18][CH:19]([CH3:21])[CH3:20].[BH-](OC(C)=O)(OC(C)=O)OC(C)=O.[Na+].C(O)(=O)C>ClCCCl>[Br:1][C:2]1[CH:3]=[CH:4][C:5]([O:8][C:9]2[CH:16]=[CH:15][C:12]([CH2:13][NH:22][CH2:17][CH2:18][CH:19]([CH3:21])[CH3:20])=[CH:11][CH:10]=2)=[N:6][CH:7]=1 |f:2.3|. Reported procedure: To a solution of 4-(5-Bromo-pyridin-2-yloxy)-benzaldehyde (RH3-A02640-038) (3.501 g, 12.6 mmol) in 1,2-dichloroethane (61 mL) is added isoamylamine (1.65 mL, 14.2 mmol), NaBH(OAc)3 (4.00 g, 18.9 mmol), and acetic acid (1.10 mL, 19.2 mmol). The reaction is stirred overnight. The reaction mixture is then washed with saturated NaHCO3 (2×100 mL), dried over MgSO4, filtered, and concentrated. The mixture is loaded on silica gel, eluted with hexanes with a gradient from 25% of ethyl acetate to 100% of... Starting materials: CC(C)(C)OC(=O)N1CCOC(c2ccc(NC(=O)Nc3cccc(C#N)c3)c(C#N)c2)C1, CC#N, [Na+], [OH-], O, O=C(O)C(F)(F)F. Yields the product N#Cc1cccc(NC(=O)Nc2ccc(C3CNCCO3)cc2C#N)c1. As a reaction SMILES: [C:8]([O:9][C:10](=[O:11])[N:15]1[CH2:16][CH:17]([c:21]2[cH:22][c:23]([C:39]#[N:40])[c:24]([NH:27][C:28](=[O:29])[NH:30][c:31]3[cH:32][c:33]([C:37]#[N:38])[cH:34][cH:35][cH:36]3)[cH:25][cH:26]2)[O:18][CH2:19][CH2:20]1)([CH3:12])([CH3:13])[CH3:14].[CH3:44][C:45]#[N:46].[Na+:42].[OH-:41].[OH2:43].[OH:1][C:2]([C:3]([F:4])([F:5])[F:6])=[O:7]>>[NH:15]1[CH2:16][CH:17]([c:21]2[cH:22][c:23]([C:39]#[N:40])[c:24]([NH:27][C:28](=[O:29])[NH:30][c:31]3[cH:32][c:33]([C:37]#[N:38])[cH:34][cH:35][cH:36]3)[cH:25][cH:26]2)[O:18][CH2:19][CH2:20]1.